From a dataset of the Open Reaction Database (ORD), a public repository of structured organic reaction records. describe an organic reaction: reactants, conditions, products, and yield Reported procedure: N-{(E)-3-Phenyl-2-propenyl}-[(1S,2S)-1-methyl-2-(4-nitrophenyl)-3-{5-(phenylcarbamoyl)-2-furyl}propyl]amine was prepared in the same manner as in (2) from ethyl 5-{(2S,3R)-3-hydroxy-2-(4-nitrophenyl)butyl}-2-furancarboxylate obtained by alkali hydrolysis of ethyl 5-{(2S,3R)-3-acetoxy-2-(4-nitrophenyl)butyl}-2-furancarboxylate prepared in (1) as described above. Yields the product C1(=CC=CC=C1)/C=C/CN[C@H]([C@@H](CC=1OC(=CC1)C(NC1=CC=CC=C1)=O)C1=CC=C(C=C1)[N+](=O)[O-])C (N-{(E)-3-Phenyl-2-propenyl}-[(1S,2S)-1-methyl-2-(4-nitrophenyl)-3-{5-(phenylcarbamoyl)-2-furyl}propyl]amine), C(C)(=O)O[C@@H]([C@@H](CC1=CC=C(O1)C(=O)OCC)C1=CC=C(C=C1)[N+](=O)[O-])C (ethyl 5-{(2S,3R)-3-acetoxy-2-(4-nitrophenyl)butyl}-2-furancarboxylate). Reactants: C1(=CC=CC=C1)/C=C/CN[C@@H]([C@H](CC=1OC(=CC1)C(NC1=CC=CC=C1)=O)C1=CC=C(C=C1)[N+](=O)[O-])C (N-{(E)-3-phenyl-2-propenyl}-[(1R,2R)-1-methyl-2-(4-nitrophenyl)-3-{5-(phenylcarbamoyl)-2-furyl}propyl]amine), O[C@@H]([C@@H](CC1=CC=C(O1)C(=O)OCC)C1=CC=C(C=C1)[N+](=O)[O-])C (ethyl 5-{(2S,3R)-3-hydroxy-2-(4-nitrophenyl)butyl}-2-furancarboxylate). RXN SMILES: [C:1]1(/[CH:7]=[CH:8]/[CH2:9][NH:10][C@H:11]([CH3:37])[C@@H:12]([C:28]2[CH:33]=[CH:32][C:31]([N+:34]([O-:36])=[O:35])=[CH:30][CH:29]=2)[CH2:13][C:14]2[O:15][C:16]([C:19](=[O:27])[NH:20][C:21]3[CH:26]=[CH:25][CH:24]=[CH:23][CH:22]=3)=[CH:17][CH:18]=2)[CH:6]=[CH:5][CH:4]=[CH:3][CH:2]=1.[OH:38][C@H:39]([CH3:61])[C@H:40]([C:52]1[CH:57]=[CH:56][C:55]([N+:58]([O-:60])=[O:59])=[CH:54][CH:53]=1)[CH2:41][C:42]1[O:46][C:45]([C:47]([O:49][CH2:50][CH3:51])=[O:48])=[CH:44][CH:43]=1>>[C:1]1(/[CH:7]=[CH:8]/[CH2:9][NH:10][C@@H:11]([CH3:37])[C@H:12]([C:28]2[CH:33]=[CH:32][C:31]([N+:34]([O-:36])=[O:35])=[CH:30][CH:29]=2)[CH2:13][C:14]2[O:15][C:16]([C:19](=[O:27])[NH:20][C:21]3[CH:26]=[CH:25][CH:24]=[CH:23][CH:22]=3)=[CH:17][CH:18]=2)[CH:6]=[CH:5][CH:4]=[CH:3][CH:2]=1.[C:14]([O:38][C@H:39]([CH3:61])[C@H:40]([C:52]1[CH:53]=[CH:54][C:55]([N+:58]([O-:60])=[O:59])=[CH:56][CH:57]=1)[CH2:41][C:42]1[O:46][C:45]([C:47]([O:49][CH2:50][CH3:51])=[O:48])=[CH:44][CH:43]=1)(=[O:15])[CH3:13]. Reactants: CCC=C(CC)c1c(C)cccc1C(=O)NC1(C(=O)OCC)Cc2ccccc2C1, CCO, [K+], [OH-], O. The product is CCC=C(CC)c1c(C)cccc1C(=O)NC1(C(=O)O)Cc2ccccc2C1. As a reaction SMILES: [CH2:1]([CH3:2])[O:3][C:4](=[O:5])[C:6]1([NH:15][C:16]([c:17]2[c:18]([C:24](=[CH:25][CH2:26][CH3:27])[CH2:28][CH3:29])[c:19]([CH3:23])[cH:20][cH:21][cH:22]2)=[O:30])[CH2:7][c:8]2[cH:9][cH:10][cH:11][cH:12][c:13]2[CH2:14]1.[CH3:34][CH2:35][OH:36].[K+:32].[OH-:31].[OH2:33]>>[O:3]=[C:4]([OH:5])[C:6]1([NH:15][C:16]([c:17]2[c:18]([C:24](=[CH:25][CH2:26][CH3:27])[CH2:28][CH3:29])[c:19]([CH3:23])[cH:20][cH:21][cH:22]2)=[O:30])[CH2:7][c:8]2[cH:9][cH:10][cH:11][cH:12][c:13]2[CH2:14]1. Reactants: N1=CC=CC2=CC(=CC=C12)C(=O)Cl (quinoline-6-carbonyl chloride), N (ammonia). Product: N1=CC=CC2=CC(=CC=C12)C(=O)N (Quinoline-6-carboxamide). As a reaction SMILES: [N:1]1[C:10]2[C:5](=[CH:6][C:7]([C:11](Cl)=[O:12])=[CH:8][CH:9]=2)[CH:4]=[CH:3][CH:2]=1.[NH3:14]>C1COCC1>[N:1]1[C:10]2[C:5](=[CH:6][C:7]([C:11]([NH2:14])=[O:12])=[CH:8][CH:9]=2)[CH:4]=[CH:3][CH:2]=1. Run at time 1 hour. Reported procedure: To a solution of quinoline-6-carbonyl chloride (0-2) (2.2 g, 10.5 mmol) in THF (100 mL) was added ammonia (5 mL) at 0° C. The mixture was stirred at room temperature for 1 h, then concentrated and washed with water (15 mL) to afford the title compound (1.5 g). MS (m/z): 173 (M+1)+. Run in C1CCOC1 (THF). As a reaction SMILES: [C:2]([O:3][C:4](=[O:5])[N:9]1[CH2:10][CH:11]([n:14]2[c:15](-[c:26]3[cH:27][cH:28][n:29][cH:30][cH:31]3)[c:16](-[c:19]3[cH:20][cH:21][c:22]([F:25])[cH:23][cH:24]3)[cH:17][cH:18]2)[CH2:12][CH2:13]1)([CH3:6])([CH3:7])[CH3:8].[CH3:38][CH2:39][OH:40].[ClH:1].[O:32]1[CH2:33][CH2:34][O:35][CH2:36][CH2:37]1>>[NH:9]1[CH2:10][CH:11]([n:14]2[c:15](-[c:26]3[cH:27][cH:28][n:29][cH:30][cH:31]3)[c:16](-[c:19]3[cH:20][cH:21][c:22]([F:25])[cH:23][cH:24]3)[cH:17][cH:18]2)[CH2:12][CH2:13]1. The reactants are CC(C)(C)OC(=O)N1CCC(n2ccc(-c3ccc(F)cc3)c2-c2ccncc2)C1, CCO, Cl, C1COCCO1. Product: Fc1ccc(-c2ccn(C3CCNC3)c2-c2ccncc2)cc1.